Dataset: the Open Reaction Database (ORD), a public repository of structured organic reaction records. Task: describe an organic reaction: reactants, conditions, products, and yield The reactants are C1CCOC1, CO, [H][H], N, [Ni], N#Cc1ccc2[nH]ncc2c1. Product: NCc1ccc2[nH]ncc2c1. RXN SMILES: [CH2:15]1[O:16][CH2:17][CH2:18][CH2:19]1.[CH3:20][OH:21].[H:13][H:14].[NH3:12].[Ni:22].[nH:1]1[n:2][cH:3][c:4]2[cH:5][c:6]([C:10]#[N:11])[cH:7][cH:8][c:9]12>>[nH:1]1[n:2][cH:3][c:4]2[cH:5][c:6]([CH2:10][NH2:11])[cH:7][cH:8][c:9]12. Reactants: C1=CC=CC=2C3=CC=CC=C3C(C12)COC(=O)NC(CS(=O)(=O)O)(C)C (2-(9H-fluoren-9-ylmethoxycarbonylamino)-2-methyl-propane-1-sulfonic acid), C(=O)(Cl)Cl (phosgene). Reported procedure: (2-Chlorosulfonyl-1,1-dimethyl-ethyl)-carbamic acid 9H-fluoren-9-ylmethyl ester was prepared by an analogous procedure as described in example 26v) starting from 457 mg (1.2 mmol) 2-(9H-fluoren-9-ylmethoxycarbonylamino)-2-methyl-propane-1-sulfonic acid and 2.3 ml (3.6 equiv.) phosgene (20% in toluene). (2-Chlorosulfonyl-1,1-dimethyl-ethyl)-carbamic acid 9H-fluoren-9-ylmethyl ester was obtained in crude form as a colorless oil. Yield: 503 mg RXN SMILES: [CH:1]1[C:13]2[CH:12]([CH2:14][O:15][C:16]([NH:18][C:19]([CH3:26])([CH3:25])[CH2:20][S:21](O)(=[O:23])=[O:22])=[O:17])[C:11]3[C:6](=[CH:7][CH:8]=[CH:9][CH:10]=3)[C:5]=2[CH:4]=[CH:3][CH:2]=1.C(Cl)([Cl:29])=O>>[CH:1]1[C:13]2[CH:12]([CH2:14][O:15][C:16](=[O:17])[NH:18][C:19]([CH3:26])([CH3:25])[CH2:20][S:21]([Cl:29])(=[O:23])=[O:22])[C:11]3[C:6](=[CH:7][CH:8]=[CH:9][CH:10]=3)[C:5]=2[CH:4]=[CH:3][CH:2]=1. Yields the product C1=CC=CC=2C3=CC=CC=C3C(C12)COC(NC(CS(=O)(=O)Cl)(C)C)=O ((2-Chlorosulfonyl-1,1-dimethyl-ethyl)-carbamic acid 9H-fluoren-9-ylmethyl ester). Starting materials: [Cl-].O=C1C=C(N=C2N1C=CS2)C[P+](C2=CC=CC=C2)(C2=CC=CC=C2)C2=CC=CC=C2 (5-oxo-5H-[1,3]thiazolo[3,2-a]pyrimidin-7-ylmethyl(triphenyl)phosphonium chloride), [H-].[Na+] (NaH), C1(CC1)COC1=C(C=O)C=CC=C1OC (2-(cyclopropylmethoxy)-3-methoxybenzaldehyde). Run in CS(=O)C (DMSO), CS(=O)C (DMSO), C(C)(=O)OCC (ethyl acetate). Conditions: time 0.5 hour. The product is C1(CC1)COC1=C(C=CC=C1OC)/C=C/C=1N=C2N(C(C1)=O)C=CS2 (7-{(E)-2-[2-(Cyclopropylmethoxy)-3-methoxyphenyl]vinyl}-5H-[1,3]thiazolo[3,2-a]pyrimidin-5-one). RXN SMILES: [Cl-].[O:2]=[C:3]1[N:8]2[CH:9]=[CH:10][S:11][C:7]2=[N:6][C:5]([CH2:12][P+](C2C=CC=CC=2)(C2C=CC=CC=2)C2C=CC=CC=2)=[CH:4]1.[H-].[Na+].[CH:34]1([CH2:37][O:38][C:39]2[C:46]([O:47][CH3:48])=[CH:45][CH:44]=[CH:43][C:40]=2[CH:41]=O)[CH2:36][CH2:35]1>CS(C)=O.C(OCC)(=O)C>[CH:34]1([CH2:37][O:38][C:39]2[C:46]([O:47][CH3:48])=[CH:45][CH:44]=[CH:43][C:40]=2/[CH:41]=[CH:12]/[C:5]2[N:6]=[C:7]3[S:11][CH:10]=[CH:9][N:8]3[C:3](=[O:2])[CH:4]=2)[CH2:35][CH2:36]1 |f:0.1,2.3|. Procedure details: To a stirred suspension of Step 2 intermediate (13.0 g, 28.08) was added NaH (1.2 g, 30.88) in dry DMSO (75 ml) and stirred for 0.5 h. A solution of 2-(cyclopropylmethoxy)-3-methoxybenzaldehyde (6.3 g, 30.88 mmol) in DMSO was added dropwise to this solution at room temperature and stirred for 2 h. The reaction mixture was diluted with ethyl acetate, washed with water and brine, dried over anhydrous Na2SO4 to yield a crude solid which was purified by column chromatography using 10% ethyl acetate ... Reactants: CC(C)(C)[Si](C)(C)OCCBr, O=C([O-])[O-], CCOC(C)=O, CN(C)C=O, [I-], [K+], [K+], [Na+], CCCc1c(Cc2ccc(-c3ccccc3C#N)cc2)c(=O)[nH]c2ncnn12. The product is CCCc1c(Cc2ccc(-c3ccccc3C#N)cc2)c(=O)n(CCO[Si](C)(C)C(C)(C)C)c2ncnn12. As a reaction SMILES: [Br:29][CH2:30][CH2:31][O:32][Si:33]([CH3:34])([CH3:35])[C:36]([CH3:37])([CH3:38])[CH3:39].[C:40](=[O:41])([O-:42])[O-:43].[CH3:48][CH2:49][O:50][C:51](=[O:52])[CH3:53].[CH3:54][N:55]([CH3:56])[CH:57]=[O:58].[I-:47].[K+:44].[K+:45].[Na+:46].[O:1]=[c:2]1[nH:3][c:4]2[n:5]([c:6]([CH2:23][CH2:24][CH3:25])[c:7]1[CH2:8][c:9]1[cH:10][cH:11][c:12](-[c:15]3[c:16]([C:21]#[N:22])[cH:17][cH:18][cH:19][cH:20]3)[cH:13][cH:14]1)[n:26][cH:27][n:28]2>>[O:1]=[c:2]1[n:3]([CH2:30][CH2:31][O:32][Si:33]([CH3:34])([CH3:35])[C:36]([CH3:37])([CH3:38])[CH3:39])[c:4]2[n:5]([c:6]([CH2:23][CH2:24][CH3:25])[c:7]1[CH2:8][c:9]1[cH:10][cH:11][c:12](-[c:15]3[c:16]([C:21]#[N:22])[cH:17][cH:18][cH:19][cH:20]3)[cH:13][cH:14]1)[n:26][cH:27][n:28]2. The reactants are C(\C=C/CC)C1C(CCC1C(C(C)=O)C(=O)OCC)=O (2-(cis-2-n-pentenyl)-3-(1-carbethoxy-2-oxopropyl)-1-cyclopentanone). Solvent: O (water). Reaction conditions: temperature 150 celsius. The product is C(\C=C/CC)C1C(CCC1CC(C)=O)=O (2-(cis-2-n-pentenyl)-3-(2-oxopropyl)-1-cyclopentanone). Yield: 39.9%. Reaction SMILES: [CH2:1]([CH:6]1[CH:10]([CH:11](C(OCC)=O)[C:12](=[O:14])[CH3:13])[CH2:9][CH2:8][C:7]1=[O:20])/[CH:2]=[CH:3]\[CH2:4][CH3:5]>O>[CH2:1]([CH:6]1[CH:10]([CH2:11][C:12](=[O:14])[CH3:13])[CH2:9][CH2:8][C:7]1=[O:20])/[CH:2]=[CH:3]\[CH2:4][CH3:5]. Procedure details: Into a 1 liter autoclave, there are introduced: 54.7 g of 2-(cis-2-n-pentenyl)-3-(1-carbethoxy-2-oxopropyl)-1-cyclopentanone and 110 g of distilled water. The autoclave is evacuated and then rapidly heated to 150°C, which temperature is maintained for 3 hours. After cooling and decompression, the mass is extracted with benzene. The benzene solutions are washed with water distilled and rectified to yield 16.2 g of 2-(cis-2-n-pentenyl)-3-(2-oxopropyl)-1-cyclopentanone. Physical constants: b.p.0.5 ... Reaction SMILES: [F:1][C:2]([O:3][c:4]1[cH:5][cH:6][c:7](-[c:10]2[n:11][cH:12][c:13]([C:20](=[O:21])[Cl:22])[c:14]([C:16]([F:17])([F:18])[F:19])[n:15]2)[cH:8][cH:9]1)([F:23])[F:24].[K+:30].[O:31]1[CH2:32][CH2:33][CH2:34][CH2:35]1.[S:25](=[O:26])(=[O:27])([OH:28])[O-:29]>>[F:1][C:2]([O:3][c:4]1[cH:5][cH:6][c:7](-[c:10]2[n:11][cH:12][c:13]([CH2:20][OH:21])[c:14]([C:16]([F:17])([F:18])[F:19])[n:15]2)[cH:8][cH:9]1)([F:23])[F:24]. The product is OCc1cnc(-c2ccc(OC(F)(F)F)cc2)nc1C(F)(F)F. Reactants: O=C(Cl)c1cnc(-c2ccc(OC(F)(F)F)cc2)nc1C(F)(F)F, [K+], C1CCOC1, O=S(=O)([O-])O. Starting materials: ClC1=C2N=CN(C2=NC=N1)[C@H]1[C@H]([C@@H]2O[Si](O[Si](OC[C@H]2O1)(C(C)C)C(C)C)(C(C)C)C(C)C)OC (6-chloro-9-[(6aR,8R,9S,9aR)-2,2,4,4-tetraisopropyl-9-methoxytetrahydro-6H-furo[3,2-f][1,3,5,2,4]trioxadisilocin-8-yl]-9H-purine). The reagents and catalysts are F (hydrofluoric acid). Run in C1CCOC1.N1=CC=CC=C1 (THF pyridine), N1=CC=CC=C1 (pyridine), CCOC(=O)C (EtOAc). Run at time 8 hour. The product is ClC1=C2N=CN(C2=NC=N1)[C@H]1[C@H]([C@@H]([C@H](O1)CO)O)OC ((2R,3R,4S,5R)-5-(6-chloro-9H-purin-9-yl)-2-(hydroxymethyl)-4-methoxytetrahydrofuran-3-ol). The yield is 95.2%. Reaction SMILES: [Cl:1][C:2]1[N:10]=[CH:9][N:8]=[C:7]2[C:3]=1[N:4]=[CH:5][N:6]2[C@@H:11]1[O:21][C@H:20]2[C@@H:13]([O:14][Si](C(C)C)(C(C)C)O[Si](C(C)C)(C(C)C)[O:18][CH2:19]2)[C@@H:12]1[O:34][CH3:35]>C1COCC1.N1C=CC=CC=1.F.N1C=CC=CC=1.CCOC(C)=O>[Cl:1][C:2]1[N:10]=[CH:9][N:8]=[C:7]2[C:3]=1[N:4]=[CH:5][N:6]2[C@@H:11]1[O:21][C@H:20]([CH2:19][OH:18])[C@@H:13]([OH:14])[C@@H:12]1[O:34][CH3:35] |f:1.2|. Procedure: To a solution of 6-chloro-9-[(6aR,8R,9S,9aR)-2,2,4,4-tetraisopropyl-9-methoxytetrahydro-6H-furo[3,2-f][1,3,5,2,4]trioxadisilocin-8-yl]-9H-purine (1.31 g, 2.41 mmol) in THF/pyridine (12 mL, 1:1) was added approximately 20 drops of hydrofluoric acid in pyridine. This solution was stirred at r.t. overnight. The reaction was diluted with EtOAc (10 mL) and quenched with saturated aq NaHCO3. The aq layer was extracted with EtOAc (3×40 mL) and the combined organics were dried (Na2SO4), filtered, and co... Starting materials: C[Si](C)(C)C=[N+]=[N-] ((Trimethylsilyl)diazomethane), C(C)(C)(C)OC(=O)N1[C@@H](C(=O)O)C[C@@H](C1)O ((4S)-1-(tert-butoxycarbonyl)-4-hydroxy-D-proline). Run in C(Cl)Cl (DCM), CO (methanol). Product: O[C@H]1C[C@@H](N(C1)C(=O)OC(C)(C)C)C(=O)OC (1-tert-butyl 2-methyl (2R,4S)-4-hydroxypyrrolidine-1,2-dicarboxylate). The yield is 97.0%. As a reaction SMILES: [CH3:1][Si](C=[N+]=[N-])(C)C.[C:8]([O:12][C:13]([N:15]1[CH2:22][C@@H:21]([OH:23])[CH2:20][C@@H:16]1[C:17]([OH:19])=[O:18])=[O:14])([CH3:11])([CH3:10])[CH3:9]>C(Cl)Cl.CO>[OH:23][C@@H:21]1[CH2:22][N:15]([C:13]([O:12][C:8]([CH3:11])([CH3:9])[CH3:10])=[O:14])[C@@H:16]([C:17]([O:19][CH3:1])=[O:18])[CH2:20]1. Procedure details: (Trimethylsilyl)diazomethane (2N solution in hexane, 2.9 ml) was added dropwise over 5 minutes to a stirred solution of (4S)-1-(tert-butoxycarbonyl)-4-hydroxy-D-proline (1.0 g) in DCM (20 ml) and methanol (5 ml) at room temperature until a permanent faint yellow colour persisted. The reaction mixture was concentrated in vacuo and purified by column chromatography, using 0-50% ethyl acetate in hexane as eluent, to give 1-tert-butyl 2-methyl (2R,4S)-4-hydroxypyrrolidine-1,2-dicarboxylate as a clea... Starting materials: O1C(=CC2=C1C=CC=C2)S(=O)(=O)NC2=C(C=CC(=C2)Cl)SCC=2C=C(C=CC2)NC(C)=O (N-{3-[({2-[(1-benzofuran-2-ylsulfonyl)amino]-4-chlorophenyl}sulfanyl)methyl]phenyl}acetamide), C1=CC(=CC(=C1)Cl)C(=O)OO (mCPBA). The solvent is C(Cl)Cl (CH2Cl2). Run at time 1 hour. Yields the product O1C(=CC2=C1C=CC=C2)S(=O)(=O)NC2=C(C=CC(=C2)Cl)S(=O)CC=2C=C(C=CC2)NC(C)=O (N-{3-[({2-[(1-benzofuran-2-ylsulfonyl)amino]-4-chlorophenyl}sulfinyl)methyl]phenyl}acetamide). The yield is 50.6%. Reaction SMILES: [O:1]1[C:5]2[CH:6]=[CH:7][CH:8]=[CH:9][C:4]=2[CH:3]=[C:2]1[S:10]([NH:13][C:14]1[CH:19]=[C:18]([Cl:20])[CH:17]=[CH:16][C:15]=1[S:21][CH2:22][C:23]1[CH:24]=[C:25]([NH:29][C:30](=[O:32])[CH3:31])[CH:26]=[CH:27][CH:28]=1)(=[O:12])=[O:11].C1C=C(Cl)C=C(C(OO)=[O:41])C=1>C(Cl)Cl>[O:1]1[C:5]2[CH:6]=[CH:7][CH:8]=[CH:9][C:4]=2[CH:3]=[C:2]1[S:10]([NH:13][C:14]1[CH:19]=[C:18]([Cl:20])[CH:17]=[CH:16][C:15]=1[S:21]([CH2:22][C:23]1[CH:24]=[C:25]([NH:29][C:30](=[O:32])[CH3:31])[CH:26]=[CH:27][CH:28]=1)=[O:41])(=[O:11])=[O:12]. Procedure details: To a solution of N-{3-[({2-[(1-benzofuran-2-ylsulfonyl)amino]-4-chlorophenyl}sulfanyl)methyl]phenyl}acetamide (105 mg, 0.216 mmol) in CH2Cl2 (3 ml) was added mCPBA (52 mg, ˜0.216 mmol) and the reaction was stirred at room temperature for 1 hour. The reaction mixture was directly loaded onto Celite and purified by flash column chromatography on silica gel (50-100% EtOAc in hexane) to yield the title compound (55 mg, 51%).